This data is from the Open Reaction Database (ORD), a public repository of structured organic reaction records. The task is: describe an organic reaction: reactants, conditions, products, and yield Reported procedure: A solution of 3-(3-chloro-1,2,5-thiadiazol-4-yl)-1-azabicyclo[2.2.2]octane oxalate (500 mg, 1.56 mmol), sodiumhydrogen sulfide, monohydrate (463 mg, 6.25 mmol) and potassium carbonate (1.38 g, 10 mmol) in DMF (20 ml) was stirred at room temperature for 1 h. 1-Pentylbromide (755 mg, 5 mmol) was added, and the reaction mixture was stirred at room temperature for 18 h. 1N HCl was added, and the mixture extracted with ether once. 50% NaOH was added to the aqueous phase and extracted with ether. The ... The solvent is CN(C)C=O (DMF). The product is C(\C=C\C(=O)O)(=O)O.C(CCCC)SC1=NSN=C1C1CN2CCC1CC2 (3-(3-Pentylthio-1,2,5-thiadiazol-4-yl)-1-azabicyclo[2.2.2]octane fumarate). Reactants: C(CCCC)Br (1-Pentylbromide), C(C(=O)O)(=O)O.ClC1=NSN=C1C1CN2CCC1CC2 (3-(3-chloro-1,2,5-thiadiazol-4-yl)-1-azabicyclo[2.2.2]octane oxalate), O.S.[Na] (sodiumhydrogen sulfide, monohydrate), C([O-])([O-])=O.[K+].[K+] (potassium carbonate), Cl (HCl). As a reaction SMILES: [C:1](O)(=O)[C:2]([OH:4])=[O:3].Cl[C:8]1[C:12]([CH:13]2[CH:18]3[CH2:19][CH2:20][N:15]([CH2:16][CH2:17]3)[CH2:14]2)=[N:11][S:10][N:9]=1.O.[SH2:22].[Na].[C:24](=[O:27])([O-])[O-:25].[K+].[K+].[CH2:30](Br)[CH2:31][CH2:32][CH2:33][CH3:34].Cl>CN(C=O)C>[C:24]([OH:25])(=[O:27])/[CH:8]=[CH:1]/[C:2]([OH:4])=[O:3].[CH2:30]([S:22][C:8]1[C:12]([CH:13]2[CH:18]3[CH2:19][CH2:20][N:15]([CH2:16][CH2:17]3)[CH2:14]2)=[N:11][S:10][N:9]=1)[CH2:31][CH2:32][CH2:33][CH3:34] |f:0.1,2.3.4,5.6.7,11.12,^1:22|. Reaction conditions: time 18 hour. The reactants are NC1=C(C=C(C=C1Br)[N+](=O)[O-])O (2-Amino-3-bromo-5-nitrophenol), S(O)(O)(=O)=O (sulfuric acid), N(=O)[O-].[Na+] (NaNO2). The solvent is CCO (EtOH). Yields the product BrC=1C=C(C=C(C1)[N+](=O)[O-])O (3-Bromo-5-nitrophenol). Isolated yield 85.2%. As a reaction SMILES: N[C:2]1[C:7]([Br:8])=[CH:6][C:5]([N+:9]([O-:11])=[O:10])=[CH:4][C:3]=1[OH:12].S(=O)(=O)(O)O.N([O-])=O.[Na+]>CCO>[Br:8][C:7]1[CH:2]=[C:3]([OH:12])[CH:4]=[C:5]([N+:9]([O-:11])=[O:10])[CH:6]=1 |f:2.3|. Procedure details: Compound 98 (33.0 g, 0.14 mol) was treated with sulfuric acid (13.7 mL) and was refluxed in EtOH (550 mL) for 0.5 hours, followed by addition of NaNO2 (23.8 g, 0.35 mol). The resulting mixture was refluxed for additional 1 hour and the volatile was evaporated. The residue was taken up with ethyl acetate and water. The layers were separated and the organic layer was washed with water, saturated sodium bicarbonate, and brine. After removal of solvent, the residue was purified by column chromatogra... The reactants are CCOC(=O)C(C(=O)OCC)C(CC(=O)OCc1ccccc1)c1ccccc1, C1COCCO1. Yields the product CCOC(=O)C(C(=O)OCC)C(CC(=O)O)c1ccccc1. As a reaction SMILES: [CH2:1]([CH3:2])[O:3][C:4](=[O:5])[CH:6]([CH:7]([CH2:8][C:9](=[O:10])[O:11][CH2:12][c:13]1[cH:14][cH:15][cH:16][cH:17][cH:18]1)[c:19]1[cH:20][cH:21][cH:22][cH:23][cH:24]1)[C:25](=[O:26])[O:27][CH2:28][CH3:29].[O:30]1[CH2:31][CH2:32][O:33][CH2:34][CH2:35]1>>[CH2:1]([CH3:2])[O:3][C:4](=[O:5])[CH:6]([CH:7]([CH2:8][C:9](=[O:10])[OH:11])[c:19]1[cH:20][cH:21][cH:22][cH:23][cH:24]1)[C:25](=[O:26])[O:27][CH2:28][CH3:29]. Reactants: C(C)(=O)N1C(CC(C2=CC(=CC=C12)N)(C)C1=CC=CC=C1)(C)C (1-acetyl-6-amino-4-phenyl-1,2,3,4-tetrahydro-2,2,4-trimethylquinoline), C1(=CC=CC=C1)N=C=O (phenyl isocyanate), C(C)(C)N(C(C)C)CC (N,N-diisopropylethylamine). Run in O1CCCC1 (tetrahydrofuran). Run at time 18 hour. The product is C(C)(=O)N1C(CC(C2=CC(=CC=C12)NC(=O)NC1=CC=CC=C1)(C)C1=CC=CC=C1)(C)C (1-Acetyl-4-phenyl-6-(phenylaminocarbonyl)amino-1,2,3,4-tetrahydro-2,2,4-trimethylquinoline). Reaction SMILES: [C:1]([N:4]1[C:13]2[C:8](=[CH:9][C:10]([NH2:14])=[CH:11][CH:12]=2)[C:7]([C:16]2[CH:21]=[CH:20][CH:19]=[CH:18][CH:17]=2)([CH3:15])[CH2:6][C:5]1([CH3:23])[CH3:22])(=[O:3])[CH3:2].[C:24]1([N:30]=[C:31]=[O:32])[CH:29]=[CH:28][CH:27]=[CH:26][CH:25]=1.C(N(CC)C(C)C)(C)C>O1CCCC1>[C:1]([N:4]1[C:13]2[C:8](=[CH:9][C:10]([NH:14][C:31]([NH:30][C:24]3[CH:29]=[CH:28][CH:27]=[CH:26][CH:25]=3)=[O:32])=[CH:11][CH:12]=2)[C:7]([C:16]2[CH:21]=[CH:20][CH:19]=[CH:18][CH:17]=2)([CH3:15])[CH2:6][C:5]1([CH3:23])[CH3:22])(=[O:3])[CH3:2]. Procedure details: A mixture of 1-acetyl-6-amino-4-phenyl-1,2,3,4-tetrahydro-2,2,4-trimethylquinoline (10 mg), phenyl isocyanate (8.0 mg) and N,N-diisopropylethylamine (22 μl) in tetrahydrofuran (1 ml) was stirred for 18 h. The reaction mixture was concentrated in vacuo, the residue was dissolved in ethyl acetate and washed with 0.5 M HCl, water, 5% aq. NaHCO3, water and brine. The organic layer was dried (MgSO4) and concentrated in vacuo. The residue was chromatographed on silicagel in heptane/ethyl acetate=1/00/... Starting materials: C(C)OC(=O)C=1C=NC2=C(C=CC=C2C1Cl)OC (4-Chloro-8-methoxy-quinoline-3-carboxylic acid ethyl ester), C1(CCCCC1)N (cyclohexylamine). Product: C(C)OC(=O)C=1C=NC2=C(C=CC=C2C1NC1CCCCC1)OC (4-cyclohexylamino-8-methoxy-quinoline-3-carboxylic acid ethyl ester). Reaction SMILES: [CH2:1]([O:3][C:4]([C:6]1[CH:7]=[N:8][C:9]2[C:14]([C:15]=1Cl)=[CH:13][CH:12]=[CH:11][C:10]=2[O:17][CH3:18])=[O:5])[CH3:2].[CH:19]1([NH2:25])[CH2:24][CH2:23][CH2:22][CH2:21][CH2:20]1>>[CH2:1]([O:3][C:4]([C:6]1[CH:7]=[N:8][C:9]2[C:14]([C:15]=1[NH:25][CH:19]1[CH2:24][CH2:23][CH2:22][CH2:21][CH2:20]1)=[CH:13][CH:12]=[CH:11][C:10]=2[O:17][CH3:18])=[O:5])[CH3:2]. Procedure details: 4-Chloro-8-methoxy-quinoline-3-carboxylic acid ethyl ester (266 mg, 1.0 mmol) was treated with cyclohexylamine following general procedure B to afford 4-cyclohexylamino-8-methoxy-quinoline-3-carboxylic acid ethyl ester (286 mg). Thus obtained amino-ester (33 mg, 0.1 mmol) was subjected to reaction with ethyl isocyanate according to general procedure C to furnish 3-ethyl-7-methoxy-1-(3-pyrrolidin-1-yl-propyl)-1H-pyrimido[5,4-c]quinoline-2,4-dione (15 mg). LCMS: m/z 354 [M+1]+. 1H NMR (400 MHz, CD... The reactants are ClC1=C(C(=O)O)C=CC=C1 (2-chlorobenzoic acid), O=S(Cl)Cl (SOCl2). Run in C1(=CC=CC=C1)C (toluene). Conditions: temperature 75 celsius, time 8 hour. The product is ClC1=C(C(=O)Cl)C=CC=C1 (2-chlorobenzoyl chloride). As a reaction SMILES: [Cl:1][C:2]1[CH:10]=[CH:9][CH:8]=[CH:7][C:3]=1[C:4](O)=[O:5].O=S(Cl)[Cl:13]>C1(C)C=CC=CC=1>[Cl:1][C:2]1[CH:10]=[CH:9][CH:8]=[CH:7][C:3]=1[C:4]([Cl:13])=[O:5]. Procedure details: Into a 500 mL round bottom flask was placed a solution of 2-chlorobenzoic acid (20 g, 127.80 mmol) in toluene (150 mL). To the mixture was added SOCl2 (16 g, 134.45 mmol). The resulting solution was allowed to react, with stirring, overnight while the temperature was maintained at 75° C. in a bath of oil. The mixture was concentrated by evaporation under vacuum using a rotary evaporator. This resulted in 22.3 g (100%) of 2-chlorobenzoyl chloride as yellow oil.